Dataset: the Open Reaction Database (ORD), a public repository of structured organic reaction records. Task: describe an organic reaction: reactants, conditions, products, and yield The reactants are O (Water), ClC1=NC=C(C(=O)OC)C(=C1)C(F)(F)F (Methyl 6-chloro-4-(trifluoromethyl)nicotinate), FC(C=1C=C(C=C(C1)C(F)(F)F)C1(CNCC1)C(F)(F)F)(F)F (3-[3,5-bis(trifluoromethyl)-phenyl]-3-(tri-fluoromethyl)pyrrolidine), C([O-])([O-])=O.[K+].[K+] (potassium carbonate). Solvent: C(C)(=O)OCC (ethyl acetate), CN(C=O)C (dimethylformamide). Reaction conditions: temperature 80 celsius. Yields the product FC(C=1C=C(C=C(C1)C(F)(F)F)C1(CN(CC1)C1=NC=C(C(=O)OC)C(=C1)C(F)(F)F)C(F)(F)F)(F)F (methyl 6-{3-[3,5-bis(trifluoromethyl)phenyl]-3-(trifluoromethyl)-pyrrolidin-1-yl}-4-(trifluoromethyl)nicotinate). The yield is 65.3%. As a reaction SMILES: Cl[C:2]1[CH:11]=[C:10]([C:12]([F:15])([F:14])[F:13])[C:5]([C:6]([O:8][CH3:9])=[O:7])=[CH:4][N:3]=1.[F:16][C:17]([F:38])([F:37])[C:18]1[CH:19]=[C:20]([C:28]2([C:33]([F:36])([F:35])[F:34])[CH2:32][CH2:31][NH:30][CH2:29]2)[CH:21]=[C:22]([C:24]([F:27])([F:26])[F:25])[CH:23]=1.C(=O)([O-])[O-].[K+].[K+].O>CN(C)C=O.C(OCC)(=O)C>[F:26][C:24]([F:25])([F:27])[C:22]1[CH:21]=[C:20]([C:28]2([C:33]([F:36])([F:34])[F:35])[CH2:32][CH2:31][N:30]([C:2]3[CH:11]=[C:10]([C:12]([F:15])([F:14])[F:13])[C:5]([C:6]([O:8][CH3:9])=[O:7])=[CH:4][N:3]=3)[CH2:29]2)[CH:19]=[C:18]([C:17]([F:16])([F:37])[F:38])[CH:23]=1 |f:2.3.4|. Reported procedure: Methyl 6-chloro-4-(trifluoromethyl)nicotinate (2.39 g), 3-[3,5-bis(trifluoromethyl)-phenyl]-3-(tri-fluoromethyl)pyrrolidine (2.98 g) and potassium carbonate (1.8 g) were suspended in dimethylformamide (50 ml). The reaction mixture was heated for 8 hours at 80° C. Water and ethyl acetate were added and the extraction was carried out. The extract was dried over magnesium sulfate, filtered and concentrated under reduced pressure. The target compound (3.07 g) was obtained by purification with silica... As a reaction SMILES: [CH3:1][n:2]1[c:3](=[O:16])[c:4](=[O:15])[nH:5][c:6]2[cH:7][c:8]([N+:12](=[O:13])[O-:14])[cH:9][cH:10][c:11]12.[K+:22].[O-:23][N+:24]([O-:25])=[O:26].[S:17](=[O:18])(=[O:19])([OH:20])[OH:21]>>[CH3:1][n:2]1[c:3](=[O:16])[c:4](=[O:15])[nH:5][c:6]2[cH:7][c:8]([N+:12](=[O:13])[O-:14])[c:9]([N+:24](=[O:23])[O-:25])[cH:10][c:11]12. Yields the product Cn1c(=O)c(=O)[nH]c2cc([N+](=O)[O-])c([N+](=O)[O-])cc21. Reactants: Cn1c(=O)c(=O)[nH]c2cc([N+](=O)[O-])ccc21, [K+], O=[N+]([O-])[O-], O=S(=O)(O)O.